Dataset: the Open Reaction Database (ORD), a public repository of structured organic reaction records. Task: describe an organic reaction: reactants, conditions, products, and yield Starting materials: CN1CCN(CCCOc2ccccc2Nc2nc(Cl)nc3c2ncn3C2CCCC2)CC1, [I-], [K+], N#C[Na], O. The product is CN1CCN(CCCOc2ccccc2Nc2nc(C#N)nc3c2ncn3C2CCCC2)CC1. Reaction SMILES: [Cl:1][c:2]1[n:3][c:4]([NH:16][c:17]2[c:18]([O:23][CH2:24][CH2:25][CH2:26][N:27]3[CH2:28][CH2:29][N:30]([CH3:33])[CH2:31][CH2:32]3)[cH:19][cH:20][cH:21][cH:22]2)[c:5]2[n:6][cH:7][n:8]([CH:11]3[CH2:12][CH2:13][CH2:14][CH2:15]3)[c:9]2[n:10]1.[I-:38].[K+:37].[Na:34][C:35]#[N:36].[OH2:39]>>[c:2]1([C:35]#[N:36])[n:3][c:4]([NH:16][c:17]2[c:18]([O:23][CH2:24][CH2:25][CH2:26][N:27]3[CH2:28][CH2:29][N:30]([CH3:33])[CH2:31][CH2:32]3)[cH:19][cH:20][cH:21][cH:22]2)[c:5]2[n:6][cH:7][n:8]([CH:11]3[CH2:12][CH2:13][CH2:14][CH2:15]3)[c:9]2[n:10]1. Starting materials: O=C([O-])O, O=C(Cl)C1CC1, N#CC1(c2cccc(C(=O)Nc3cc(Oc4ccc5nc(N)sc5n4)ccc3F)c2Cl)CC1, [Na+], C1CCOC1, O, c1ccncc1. Yields the product N#CC1(c2cccc(C(=O)Nc3cc(Oc4ccc5nc(NC(=O)C6CC6)sc5n4)ccc3F)c2Cl)CC1. As a reaction SMILES: [C:46](=[O:47])([O-:48])[OH:49].[CH:40]1([C:43](=[O:44])[Cl:45])[CH2:41][CH2:42]1.[NH2:1][c:2]1[s:3][c:4]2[n:5][c:6]([O:11][c:12]3[cH:13][cH:14][c:15]([F:33])[c:16]([NH:18][C:19]([c:20]4[c:21]([Cl:31])[c:22]([C:26]5([C:29]#[N:30])[CH2:27][CH2:28]5)[cH:23][cH:24][cH:25]4)=[O:32])[cH:17]3)[cH:7][cH:8][c:9]2[n:10]1.[Na+:50].[O:51]1[CH2:52][CH2:53][CH2:54][CH2:55]1.[OH2:56].[cH:34]1[cH:35][cH:36][n:37][cH:38][cH:39]1>>[NH:1]([c:2]1[s:3][c:4]2[n:5][c:6]([O:11][c:12]3[cH:13][cH:14][c:15]([F:33])[c:16]([NH:18][C:19]([c:20]4[c:21]([Cl:31])[c:22]([C:26]5([C:29]#[N:30])[CH2:27][CH2:28]5)[cH:23][cH:24][cH:25]4)=[O:32])[cH:17]3)[cH:7][cH:8][c:9]2[n:10]1)[C:43]([CH:40]1[CH2:41][CH2:42]1)=[O:44]. The reactants are ClC1=C(C=C2C(C(=CN(C2=N1)C1CC1)C(=O)O)=O)F (7-chloro-1-cyclopropyl-6-fluoro-4-oxo-1,4-dihydro-[1,8]naphthyridine-3-carboxylic acid), C1=CC=C(C=C1)C2=CC=CC=C2.C1=CC=C(C=C1)OC2=CC=CC=C2 (Dowtherm), CC(OCC)=O (EA). Run in [OH-].[Na+] (NaOH). Run at time 1 hour. The product is ClC1=C(C=C2C(C=CN(C2=N1)C1CC1)=O)F (7-chloro-1-cyclopropyl-6-fluoro-1H-[1,8]naphthyridin-4-one). Reaction SMILES: [Cl:1][C:2]1[N:11]=[C:10]2[C:5]([C:6](=[O:18])[C:7](C(O)=O)=[CH:8][N:9]2[CH:12]2[CH2:14][CH2:13]2)=[CH:4][C:3]=1[F:19].C1C=CC(C2C=CC=CC=2)=CC=1.C1C=CC(OC2C=CC=CC=2)=CC=1.CC(=O)OCC>[OH-].[Na+]>[Cl:1][C:2]1[N:11]=[C:10]2[C:5]([C:6](=[O:18])[CH:7]=[CH:8][N:9]2[CH:12]2[CH2:14][CH2:13]2)=[CH:4][C:3]=1[F:19] |f:1.2,4.5|. Procedure: 7-chloro-1-cyclopropyl-6-fluoro-4-oxo-1,4-dihydro-[1,8]naphthyridine-3-carboxylic acid (2.0 g) was added portionwise to a boiling solution of Dowtherm (50 ml heated at 250° C.) and further stirred at this temperature for 1 h. The reaction mixture was allowed to reach rt and diluted with 1N NaOH (100 ml) and extracted with EA. The org. phase was discarded. The aq. phase was acidified with 3N HCl and extracted with ether/EA. The aq. layer was filtered and the filtrate was extracted with ether/EA. ...